Dataset: the Open Reaction Database (ORD), a public repository of structured organic reaction records. Task: describe an organic reaction: reactants, conditions, products, and yield Starting materials: O=C1C=2C=CC=NC2C2=C(N1)C=CC(=C2)OC2CCN(CC2)C(=O)OC(C)(C)C (t-Butyl 4-(5-oxo-5,6-dihydrobenzo[h][1,6]naphthyridine-9-yloxy)piperidine-1-carboxylate), O1CCOCC1.Cl (hydrochloric acid 1,4-dioxane). The solvent is O1CCOCC1 (1,4-dioxane). Reaction conditions: time 8 hour. Yields the product N1CCC(CC1)OC1=CC2=C(NC(C=3C=CC=NC23)=O)C=C1 (9-(Piperidine-4-yloxy)benzo[h][1,6]naphthyridine-5(6H)-one). Isolated yield 108.8%. Reaction SMILES: [O:1]=[C:2]1[NH:11][C:10]2[CH:12]=[CH:13][C:14]([O:16][CH:17]3[CH2:22][CH2:21][N:20](C(OC(C)(C)C)=O)[CH2:19][CH2:18]3)=[CH:15][C:9]=2[C:8]2[N:7]=[CH:6][CH:5]=[CH:4][C:3]1=2.O1CCOCC1.Cl>O1CCOCC1>[NH:20]1[CH2:19][CH2:18][CH:17]([O:16][C:14]2[CH:13]=[CH:12][C:10]3[NH:11][C:2](=[O:1])[C:3]4[CH:4]=[CH:5][CH:6]=[N:7][C:8]=4[C:9]=3[CH:15]=2)[CH2:22][CH2:21]1 |f:1.2|. Procedure: The compound (110 mg, 0.28 mmol) prepared in step 3 was dissolved in 1,4-dioxane, added with 3.7 N hydrochloric acid 1,4-dioxane solution. The resulting mixture was stirred overnight at room temperature and the precipitate was collected by filtration to obtain the title compound (90 mg, yield: 98%, yellow solid).